Task: describe an organic reaction: reactants, conditions, products, and yield. Dataset: the Open Reaction Database (ORD), a public repository of structured organic reaction records Procedure: Prepared analogously to Example 2 from 6-[4-(3,4-dimethoxy-phenylmercapto)-butoxy]-7-nitro-4,4-dimethyl-4H-3,1-benzoxazin-2-one and hydrogen peroxide. Yields the product COC=1C=C(C=CC1OC)S(=O)CCCCOC=1C(=CC2=C(C(OC(N2)=O)(C)C)C1)[N+](=O)[O-] (6-[4-(3,4-Dimethoxy-phenylsulfinyl)-butoxy]-7-nitro-4,4-dimethyl-4H-3,1-benzoxazin-2-one). Reactants: COC=1C=C(C=CC1OC)SCCCCOC=1C(=CC2=C(C(OC(N2)=O)(C)C)C1)[N+](=O)[O-] (6-[4-(3,4-dimethoxy-phenylmercapto)-butoxy]-7-nitro-4,4-dimethyl-4H-3,1-benzoxazin-2-one), OO (hydrogen peroxide). As a reaction SMILES: [CH3:1][O:2][C:3]1[CH:4]=[C:5]([S:11][CH2:12][CH2:13][CH2:14][CH2:15][O:16][C:17]2[C:18]([N+:30]([O-:32])=[O:31])=[CH:19][C:20]3[NH:25][C:24](=[O:26])[O:23][C:22]([CH3:28])([CH3:27])[C:21]=3[CH:29]=2)[CH:6]=[CH:7][C:8]=1[O:9][CH3:10].[OH:33]O>>[CH3:1][O:2][C:3]1[CH:4]=[C:5]([S:11]([CH2:12][CH2:13][CH2:14][CH2:15][O:16][C:17]2[C:18]([N+:30]([O-:32])=[O:31])=[CH:19][C:20]3[NH:25][C:24](=[O:26])[O:23][C:22]([CH3:27])([CH3:28])[C:21]=3[CH:29]=2)=[O:33])[CH:6]=[CH:7][C:8]=1[O:9][CH3:10]. The reactants are CCCS(=O)(=O)Nc1ccc(F)c(C(=O)c2c[nH]c3ncc(Br)cc23)c1F, O=C([O-])[O-], CC#N, [K+], [K+], O, OB(O)c1cccnc1. Yields the product CCCS(=O)(=O)Nc1ccc(F)c(C(=O)c2c[nH]c3ncc(-c4cccnc4)cc23)c1F. As a reaction SMILES: [Br:1][c:2]1[cH:3][c:4]2[c:5]([n:6][cH:7]1)[nH:8][cH:9][c:10]2[C:11](=[O:12])[c:13]1[c:14]([F:27])[c:15]([NH:20][S:21](=[O:22])(=[O:23])[CH2:24][CH2:25][CH3:26])[cH:16][cH:17][c:18]1[F:19].[C:37](=[O:38])([O-:39])[O-:40].[CH3:44][C:45]#[N:46].[K+:41].[K+:42].[OH2:43].[n:28]1[cH:29][c:30]([B:34]([OH:35])[OH:36])[cH:31][cH:32][cH:33]1>>[c:2]1(-[c:30]2[cH:29][n:28][cH:33][cH:32][cH:31]2)[cH:3][c:4]2[c:5]([n:6][cH:7]1)[nH:8][cH:9][c:10]2[C:11](=[O:12])[c:13]1[c:14]([F:27])[c:15]([NH:20][S:21](=[O:22])(=[O:23])[CH2:24][CH2:25][CH3:26])[cH:16][cH:17][c:18]1[F:19]. Reactants: BrC=1C=CC=C2C=NC(=NC12)C1(CC1)C1=CC=CC=C1 (8-bromo-2-(1-phenylcyclopropyl)quinazoline), C([O-])([O-])=O.[K+].[K+] (potassium carbonate), C1(=CC=CC=C1)P(CCCP(C1=CC=CC=C1)C1=CC=CC=C1)C1=CC=CC=C1 (1,3-bis(diphenylphosphino)propane), C(=C)OCCCC (1-(vinyloxy)butane). The reagents and catalysts are C(C)(=O)O[Pd]OC(C)=O (diacetoxypalladium). The solvent is CN(C)C=O (DMF), O (water). Run at temperature 70 celsius, time 3 day. Yields the product C(CCC)OC(=C)C=1C=CC=C2C=NC(=NC12)C1(CC1)C1=CC=CC=C1 (8-(1-butoxyvinyl)-2-(1-phenylcyclopropyl)quinazoline). Yield: 61.3%. RXN SMILES: Br[C:2]1[CH:3]=[CH:4][CH:5]=[C:6]2[C:11]=1[N:10]=[C:9]([C:12]1([C:15]3[CH:20]=[CH:19][CH:18]=[CH:17][CH:16]=3)[CH2:14][CH2:13]1)[N:8]=[CH:7]2.C(=O)([O-])[O-].[K+].[K+].C1(P(C2C=CC=CC=2)CCCP(C2C=CC=CC=2)C2C=CC=CC=2)C=CC=CC=1.[CH:56]([O:58][CH2:59][CH2:60][CH2:61][CH3:62])=[CH2:57]>CN(C=O)C.O.C(O[Pd]OC(=O)C)(=O)C>[CH2:59]([O:58][C:56]([C:2]1[CH:3]=[CH:4][CH:5]=[C:6]2[C:11]=1[N:10]=[C:9]([C:12]1([C:15]3[CH:20]=[CH:19][CH:18]=[CH:17][CH:16]=3)[CH2:14][CH2:13]1)[N:8]=[CH:7]2)=[CH2:57])[CH2:60][CH2:61][CH3:62] |f:1.2.3|. Procedure details: A solution of 8-bromo-2-(1-phenylcyclopropyl)quinazoline (153.8 mg, 0.473 mmol), diacetoxypalladium (10.62 mg, 0.047 mmol), potassium carbonate (131 mg, 0.946 mmol), 1,3-bis(diphenylphosphino)propane (42.9 mg, 0.104 mmol), and 1-(vinyloxy)butane (0.067 mL, 0.520 mmol) in a mixture of DMF (2.0 mL) and water (0.400 mL) was stirred under argon in a sealed tube at 70° C. for 3 d. The mixture was adsorbed onto silica gel (DMF was removed in vacuo). Chromatographic purification (silica gel, 0-30% EtOA... The reactants are C(C)OCCOC1=CC=C(CCNC(OC(C)(C)C)=O)C=C1 (t-butyl [4-(2-ethoxyethoxy)phenethyl]carbamate), CI (methyl iodide), ice water. The solvent is CN(C=O)C (dimethylformamide). Product: C(C)OCCOC1=CC=C(CCN(C(OC(C)(C)C)=O)C)C=C1 (t-butyl [4-(2-ethoxyethoxy) phenethyl]-methylcarbamate). RXN SMILES: [CH2:1]([O:3][CH2:4][CH2:5][O:6][C:7]1[CH:22]=[CH:21][C:10]([CH2:11][CH2:12][NH:13][C:14](=[O:20])[O:15][C:16]([CH3:19])([CH3:18])[CH3:17])=[CH:9][CH:8]=1)[CH3:2].[CH3:23]I>CN(C)C=O>[CH2:1]([O:3][CH2:4][CH2:5][O:6][C:7]1[CH:22]=[CH:21][C:10]([CH2:11][CH2:12][N:13]([CH3:23])[C:14](=[O:20])[O:15][C:16]([CH3:17])([CH3:18])[CH3:19])=[CH:9][CH:8]=1)[CH3:2]. Procedure: 3.2 g of a 55% sodium hydride dispersion in oil were washed with hexane and covered with 190 ml of dimethylformamide. Thereafter, 19.0 g (61.6 mmol) of t-butyl [4-(2-ethoxyethoxy)phenethyl]carbamate in solid form were added while cooling with ice and stirring, the reaction mixture was stirred at room temperature for 15 minutes and subsequently treated dropwise with 5.7 ml of methyl iodide in 10 ml of dimethylformamide within 5 minutes. After completion of the addition the reaction mixture was st... Yields the product EtOAc-hexanes, N1=C(C=NC=C1)C1=C(C=CC=C1)CO ((2-Pyrazin-2-ylphenyl)methanol). Procedure: To a stirred suspension of 2-pyrazin-2-ylbenzaldehyde (9.9 mmol from the previous step) in absolute MeOH (100 mL) at 0° C. was added sodium borohydride (420 mg, 11.1 mmol) in portions. The mixture was allowed to warm to room temperature and stirred under N2 atmosphere for 2 h. The solvent was removed in vacuo and the residue was treated with saturated aqueous NH4Cl. The mixture was extracted twice with EtOAc and the combined organic extracts were washed successively with H2O and brine, dried (Mg... Starting materials: N1=C(C=NC=C1)C1=C(C=O)C=CC=C1 (2-pyrazin-2-ylbenzaldehyde), [BH4-].[Na+] (sodium borohydride). Reaction conditions: time 2 hour. As a reaction SMILES: [N:1]1[CH:6]=[CH:5][N:4]=[CH:3][C:2]=1[C:7]1[CH:14]=[CH:13][CH:12]=[CH:11][C:8]=1[CH:9]=[O:10].[BH4-].[Na+]>CO>[N:1]1[CH:6]=[CH:5][N:4]=[CH:3][C:2]=1[C:7]1[CH:14]=[CH:13][CH:12]=[CH:11][C:8]=1[CH2:9][OH:10] |f:1.2|. Run in CO (MeOH). Isolated yield 70.0%. Run in O (water), COCCOC (1,2-dimethoxyethane). Starting materials: C1(=CC=CC=C1)P(C1=CC=CC=C1)C1=CC=CC=C1 (triphenylphosphine), BrC1=COC2=C1C=CC=C2 (3-bromobenzofurane), CC1(OB(OC1(C)C)C1=CCN(CC1)C(=O)OC(C)(C)C)C (tert-butyl 4-(4,4,5,5-tetramethyl-1,3,2-dioxaborolan-2-yl)-5,6-dihydropyridine-1(2H)-carboxylate), C([O-])([O-])=O.[Na+].[Na+] (sodium carbonate). The reagents and catalysts are C(C)(=O)[O-].[Pd+2].C(C)(=O)[O-] (palladium(II)acetate). Reaction conditions: temperature 85 celsius, time 17 hour. Isolated yield 54.2%. Yields the product O1C=C(C2=C1C=CC=C2)C2=CCN(CC2)C(=O)OC(C)(C)C (tert-butyl 4-(benzofuran-3-yl)-5,6-dihydropyridine-1(2H)-carboxylate). Reported procedure: A mixture of commercially available 3-bromobenzofurane (2.50 g, 12.7 mmol) and commercially available tert-butyl 4-(4,4,5,5-tetramethyl-1,3,2-dioxaborolan-2-yl)-5,6-dihydropyridine-1(2H)-carboxylate (4.32 g, 14.0 mmol) in 1,2-dimethoxyethane (85 ml) and 2M sodium carbonate solution (21.1 ml, 42.3 mmol) was purged with argon in an ultrasonic bath during 5 min. Then triphenylphosphine (666 mg, 2.54 mmol) and palladium(II)acetate (285 mg, 1.27 mmol) were added and the reaction mixture was allowed t... Reaction SMILES: Br[C:2]1[C:6]2[CH:7]=[CH:8][CH:9]=[CH:10][C:5]=2[O:4][CH:3]=1.CC1(C)C(C)(C)OB([C:19]2[CH2:24][CH2:23][N:22]([C:25]([O:27][C:28]([CH3:31])([CH3:30])[CH3:29])=[O:26])[CH2:21][CH:20]=2)O1.C(=O)([O-])[O-].[Na+].[Na+].C1(P(C2C=CC=CC=2)C2C=CC=CC=2)C=CC=CC=1>COCCOC.C([O-])(=O)C.[Pd+2].C([O-])(=O)C.O>[O:4]1[C:5]2[CH:10]=[CH:9][CH:8]=[CH:7][C:6]=2[C:2]([C:19]2[CH2:24][CH2:23][N:22]([C:25]([O:27][C:28]([CH3:31])([CH3:30])[CH3:29])=[O:26])[CH2:21][CH:20]=2)=[CH:3]1 |f:2.3.4,7.8.9|.